Dataset: the Open Reaction Database (ORD), a public repository of structured organic reaction records. Task: describe an organic reaction: reactants, conditions, products, and yield Starting materials: CCO, O=C1NC(Cc2ccc(Cl)c(OC(F)(F)C(F)F)c2)C(c2ccc(F)cc2)O1, [Na+], [OH-]. Product: NC(Cc1ccc(Cl)c(OC(F)(F)C(F)F)c1)C(O)c1ccc(F)cc1. RXN SMILES: [CH3:31][CH2:32][OH:33].[Cl:1][c:2]1[c:3]([O:22][C:23]([CH:24]([F:25])[F:26])([F:27])[F:28])[cH:4][c:5]([CH2:8][CH:9]2[NH:10][C:11](=[O:21])[O:12][CH:13]2[c:14]2[cH:15][cH:16][c:17]([F:20])[cH:18][cH:19]2)[cH:6][cH:7]1.[Na+:30].[OH-:29]>>[Cl:1][c:2]1[c:3]([O:22][C:23]([CH:24]([F:25])[F:26])([F:27])[F:28])[cH:4][c:5]([CH2:8][CH:9]([NH2:10])[CH:13]([OH:12])[c:14]2[cH:15][cH:16][c:17]([F:20])[cH:18][cH:19]2)[cH:6][cH:7]1. The reactants are C1=CC=CC2=CC3=CC=CC=C3C(=C12)CO (9-anthracenemethanol), COCCO (2-methoxyethanol), COCCO (2-methoxyethanol). The solvent is C1=CC=CC=C1 (benzene), S(O)(O)(=O)=O (sulfuric acid). Conditions: temperature 80 celsius, time 1.5 hour. The product is COCCOCC=1C2=CC=CC=C2C=C2C=CC=CC12 (9-(2-methoxyethoxy)methylanthracene). Reaction SMILES: [CH:1]1[C:14]2[C:5](=[CH:6][C:7]3[C:12]([C:13]=2[CH2:15][OH:16])=[CH:11][CH:10]=[CH:9][CH:8]=3)[CH:4]=[CH:3][CH:2]=1.[CH3:17][O:18][CH2:19][CH2:20]O>C1C=CC=CC=1.S(=O)(=O)(O)O>[CH3:17][O:18][CH2:19][CH2:20][O:16][CH2:15][C:13]1[C:12]2[C:7]([CH:6]=[C:5]3[C:14]=1[CH:1]=[CH:2][CH:3]=[CH:4]3)=[CH:8][CH:9]=[CH:10][CH:11]=2. Procedure: To a solution of 2-methoxyethanol (1 l) in benzene (1.5 l), conc. sulfuric acid (3 ml) was added and the mixture was heated to 80° C. A solution of 9-anthracenemethanol (45 g, 0.22 mole) in 2-methoxyethanol (450 ml) was added to the mixture under reflux and stirring was continued for 1.5 hours under reflux. After standing at room temperature overnight, the reaction mixture was washed with saturated aqueous sodium bicarbonate, dried over anhydrous MgSO4 and evaporated. The residual crude oil (63 ... The reactants are [BH4-], CC(=O)O, O=C(CCCl)N1c2ccccc2CCc2ccccc21, [Na+], C1CCOC1, O. Yields the product ClCCCN1c2ccccc2CCc2ccccc21. Reaction SMILES: [BH4-:21].[CH3:23][C:24](=[O:25])[OH:26].[Cl:1][CH2:2][CH2:3][C:4](=[O:5])[N:6]1[c:7]2[c:8]([cH:17][cH:18][cH:19][cH:20]2)[CH2:9][CH2:10][c:11]2[c:12]1[cH:13][cH:14][cH:15][cH:16]2.[Na+:22].[O:28]1[CH2:29][CH2:30][CH2:31][CH2:32]1.[OH2:27]>>[Cl:1][CH2:2][CH2:3][CH2:4][N:6]1[c:7]2[c:8]([cH:17][cH:18][cH:19][cH:20]2)[CH2:9][CH2:10][c:11]2[c:12]1[cH:13][cH:14][cH:15][cH:16]2. Starting materials: N(=O)OCCCC (n-butyl nitrite), C(CCC)O (n-butyl alcohol), N(=O)OC (methyl nitrite). Run in CO (methyl alcohol). Yields the product C1(=CC=CC=C1)CC(C)=O (Phenylacetone). RXN SMILES: N([O:3][CH2:4][CH2:5][CH2:6][CH3:7])=O.[CH2:8](O)[CH2:9][CH2:10][CH3:11].N(O[CH3:16])=O>CO>[C:6]1([CH2:5][C:4](=[O:3])[CH3:16])[CH:7]=[CH:11][CH:10]=[CH:9][CH:8]=1. Reported procedure: Phenylacetone was prepared in the same manner as in Example 1, except that n-butyl nitrite and n-butyl alcohol were used in lieu of methyl nitrite and methyl alcohol and that the reaction temperature was changed to 55° C.